This data is from the Open Reaction Database (ORD), a public repository of structured organic reaction records. The task is: describe an organic reaction: reactants, conditions, products, and yield Reactants: C=O (formaldehyde), CO (methanol), C(C)(=O)O (acetic acid), O=O (oxygen). Reagents/catalysts: Catalyst A, Catalyst 1. Run in O (water). The product is C(C=C)(=O)O (Acrylic acid), C(C=C)(=O)OC (methyl acrylate), acrylates. As a reaction SMILES: [C:1]([OH:4])(=[O:3])[CH3:2].[CH2:5]=[O:6].[CH3:7][OH:8].O=O>O>[C:1]([OH:4])(=[O:3])[CH:2]=[CH2:5].[C:5]([O:8][CH3:7])(=[O:6])[CH:1]=[CH2:2]. Procedure details: A reaction feed comprising acetic acid (9.1%), formaldehyde (17.3%), methanol (6.7%), water (38%), oxygen (4.06%), and nitrogen (24.8%) was passed through a fixed bed reactor comprising the Catalyst 1 and Comparative Catalyst A. The reaction was conducted at three temperatures, 340° C., 355° C., and 370° C. Acrylic acid and methyl acrylate (collectively, “acrylates”) were produced. The conversions, selectivities, and space time yields are shown in Table 4. The reactants are C1CCOC1, CO, O=C(Cl)c1ccc([N+](=O)[O-])cc1, Nc1cccc2c1C(=O)N(C1CCC(=O)NC1=O)C2=O. Yields the product O=C1CCC(N2C(=O)c3cccc(NC(=O)c4ccc([N+](=O)[O-])cc4)c3C2=O)C(=O)N1. As a reaction SMILES: [CH2:35]1[O:36][CH2:37][CH2:38][CH2:39]1.[CH3:33][OH:34].[N+:21](=[O:22])([O-:23])[c:24]1[cH:25][cH:26][c:27]([C:28](=[O:29])[Cl:30])[cH:31][cH:32]1.[NH2:1][c:2]1[c:3]2[c:7]([cH:8][cH:9][cH:10]1)[C:6](=[O:11])[N:5]([CH:12]1[C:13](=[O:19])[NH:14][C:15](=[O:18])[CH2:16][CH2:17]1)[C:4]2=[O:20]>>[NH:1]([c:2]1[c:3]2[c:7]([cH:8][cH:9][cH:10]1)[C:6](=[O:11])[N:5]([CH:12]1[C:13](=[O:19])[NH:14][C:15](=[O:18])[CH2:16][CH2:17]1)[C:4]2=[O:20])[C:28]([c:27]1[cH:26][cH:25][c:24]([N+:21](=[O:22])[O-:23])[cH:32][cH:31]1)=[O:29].